Dataset: the Open Reaction Database (ORD), a public repository of structured organic reaction records. Task: describe an organic reaction: reactants, conditions, products, and yield Starting materials: S1C(=CC=C1)CC(=O)NC1([C@@H]2N(C(C(=CS2)C)C(=O)OCC(Cl)(Cl)Cl)C1=O)OC (β,β,β-trichloroethyl 7-(2-thienylacetamido)-7-methoxy-3-methyl-2-cephem-4-carboxylate), [Se](=O)=O (selenium dioxide). Solvent: C(C)O (ethanol). Conditions: time 2 hour. The product is S1C(=CC=C1)CC(=O)NC1([C@@H]2N(C(C(=CS2)CO)C(=O)OCC(Cl)(Cl)Cl)C1=O)OC (β,β ,β-trichloroethyl 7-(2-thienylacetamido)-7-methoxy-3-hydroxymethyl-2-cephem-4-carboxylate). Reaction SMILES: [S:1]1[CH:5]=[CH:4][CH:3]=[C:2]1[CH2:6][C:7]([NH:9][C:10]1([O:28][CH3:29])[C:26](=[O:27])[N:12]2[CH:13]([C:18]([O:20][CH2:21][C:22]([Cl:25])([Cl:24])[Cl:23])=[O:19])[C:14]([CH3:17])=[CH:15][S:16][C@H:11]12)=[O:8].[Se](=O)=[O:31]>C(O)C>[S:1]1[CH:5]=[CH:4][CH:3]=[C:2]1[CH2:6][C:7]([NH:9][C:10]1([O:28][CH3:29])[C:26](=[O:27])[N:12]2[CH:13]([C:18]([O:20][CH2:21][C:22]([Cl:24])([Cl:25])[Cl:23])=[O:19])[C:14]([CH2:17][OH:31])=[CH:15][S:16][C@H:11]12)=[O:8]. Procedure: To a solution of β,β,β-trichloroethyl 7-(2-thienylacetamido)-7-methoxy-3-methyl-2-cephem-4-carboxylate (0.94 mg., 2 mmole) in ethanol (10 ml.) is added selenium dioxide (0.111 g., 1 mmole) keeping the reaction temperature at about 25°C. The reaction mixture is stirred for two hours, filtered, diluted with water (30 ml.) and extracted with chloroform. The chloroform extracts are washed successively with water, sodium bicarbonate and water. The solvent is removed under vacuum to afford a residue w... The reactants are C(C)(C)C1OCC(CO1)CO (2-isopropyl-5-hydroxymethyl-1,3-dioxane), C1(=CC=CC=C1)P(C1=CC=CC=C1)C1=CC=CC=C1 (triphenylphosphine), C(Cl)(Cl)(Cl)Cl (carbon tetrachloride), C(Cl)(Cl)(Cl)Cl (carbon tetrachloride). Conditions: temperature 70 celsius. Product: C(C)(C)C1OCC(CO1)CCl (2-isopropyl-5-chloromethyl-1,3-dioxane). Reaction SMILES: [CH:1]([CH:4]1[O:9][CH2:8][CH:7]([CH2:10]O)[CH2:6][O:5]1)([CH3:3])[CH3:2].C1(P(C2C=CC=CC=2)C2C=CC=CC=2)C=CC=CC=1.C(Cl)(Cl)(Cl)[Cl:32]>>[CH:1]([CH:4]1[O:9][CH2:8][CH:7]([CH2:10][Cl:32])[CH2:6][O:5]1)([CH3:3])[CH3:2]. Procedure: A solution of 217 g 2-isopropyl-5-hydroxymethyl-1,3-dioxane in 11 of carbon tetrachloride is added dropwise to a solution of 356 g triphenylphosphine in 1 l of carbon tetrachloride, heated to 70° C. The mixture is refluxed and after approx. 1 hour cooled down (ice-bath), filtrated and evaporated. The residue is repeatedly treated with diethylether and filtered. After evaporating the filtrate the residue is purified by distillation. The desired 2-isopropyl-5-chloromethyl-1,3-dioxane is obtained a... The reactants are O=C([O-])[O-], CN(C)CC(=O)O, CS(C)=O, [Cu]I, FC(F)(F)c1n[nH]c2c1CCCC2, O=C(O)c1ccc(I)cc1, [K+], [K+]. Yields the product O=C(O)c1ccc(-n2nc(C(F)(F)F)c3c2CCCC3)cc1. RXN SMILES: [C:31](=[O:32])([O-:33])[O-:34].[CH3:24][N:25]([CH2:26][C:27](=[O:28])[OH:29])[CH3:30].[CH3:37][S:38]([CH3:39])=[O:40].[Cu:41][I:42].[F:1][C:2]([c:3]1[n:4][nH:5][c:6]2[c:11]1[CH2:10][CH2:9][CH2:8][CH2:7]2)([F:12])[F:13].[I:14][c:15]1[cH:16][cH:17][c:18]([C:19](=[O:20])[OH:21])[cH:22][cH:23]1.[K+:35].[K+:36]>>[F:1][C:2]([c:3]1[n:4][n:5](-[c:15]2[cH:16][cH:17][c:18]([C:19](=[O:20])[OH:21])[cH:22][cH:23]2)[c:6]2[c:11]1[CH2:10][CH2:9][CH2:8][CH2:7]2)([F:12])[F:13]. The reactants are ClC1=C(C=CC(=C1)OC(F)(F)F)O (2-chloro-4-trifluoromethoxyphenol), BrCCCO (3-bromopropanol), C([O-])([O-])=O.[K+].[K+] (potassium carbonate). Solvent: C(C)#N (acetonitrile). The product is ClC1=C(OCCCO)C=CC(=C1)OC(F)(F)F (3-(2-chloro-4-trifluoromethoxyphenoxy)propanol). Yield: 96.0%. RXN SMILES: [Cl:1][C:2]1[CH:7]=[C:6]([O:8][C:9]([F:12])([F:11])[F:10])[CH:5]=[CH:4][C:3]=1[OH:13].Br[CH2:15][CH2:16][CH2:17][OH:18].C(=O)([O-])[O-].[K+].[K+]>C(#N)C>[Cl:1][C:2]1[CH:7]=[C:6]([O:8][C:9]([F:11])([F:12])[F:10])[CH:5]=[CH:4][C:3]=1[O:13][CH2:15][CH2:16][CH2:17][OH:18] |f:2.3.4|. Procedure: To a solution of 2-chloro-4-trifluoromethoxyphenol (16.4 g, 0.077 mole) in 100 mL of acetonitrile was added 3-bromopropanol (12.87 g, 0.092 mole) and potassium carbonate (21.33 g, 0.154 mole). The resulted solution was refluxed at 75° C.-80° C. overnight. The solvent was then evaporated. The residue was dissolved in 100 mL of ethyl acetate and washed with 100 mL of H2O. The organic layer was separated, dried over MgSO4, filtered and the organic solvent was evaporated to yield 20 g of the product... Reactants: O (water), C([O-])(O)=O.[Na+] (sodium bicarbonate), ICCC (1-iodopropane), CN(C=C1C=CC=N1)C (6-dimethylamino-1-azafulvene), 5-butyllithium pentane. The solvent is C1CCOC1 (THF). Reaction conditions: temperature 0 celsius, time 20 minute. Product: EtOAc hexanes, C(CC)C1=CC=C(N1)C=O (5-n-propylpyrrole-2-carboxaldehyde). Isolated yield 60.0%. Reaction SMILES: CN(C)[CH:3]=[C:4]1[N:8]=[CH:7][CH:6]=[CH:5]1.IC[CH2:12][CH3:13].O.[C:15](=O)(O)[O-:16].[Na+]>C1COCC1>[CH2:3]([C:4]1[NH:8][C:7]([CH:15]=[O:16])=[CH:6][CH:5]=1)[CH2:12][CH3:13] |f:3.4|. Procedure: To an anhydrous solution of 6-dimethylamino-1-azafulvene dimer (125; 12.0 g, 49.1 mmol) in THF (500 ml) at -15° C. was added dropwise a solution of 5-butyllithium pentane (1.7M; 87 ml, 174 mmol) over 5 minutes. The yellow cloudy solution was slowly warmed to 0° C. over 10 minutes and stirred at this temperature for a further 20 minutes. The resulting deep violet colored solution was treated with 1-iodopropane (19.2 ml, 196 mmol) and allowed to warm to room temperature over 2 hours. The mixture w...